describe an organic reaction: reactants, conditions, products, and yield From a dataset of the Open Reaction Database (ORD), a public repository of structured organic reaction records. Starting materials: [BH4-].[Na+] (NaBH4), ClC=1C=CC=C2C(C(C(C12)=O)(C)C)O (7-chloro-3-hydroxy-2,2-dimethyl-indan-1-one), [BH4-].[Na+] (NaBH4), N1=CC=CC=C1 (pyridine), C(C)(=O)OC(C)=O (acetic anhydride). Run in C(C)O (ethanol), O (water), [NH4+].[Cl-] (NH4Cl), ClCCl (dichloromethane). Run at temperature -10 celsius, time 1 hour. The product is ClC1=C2C(C(C(C2=CC=C1)OC(C)=O)(C)C)O (acetic acid 4-chloro-3-hydroxy-2,2-dimethyl-indan-1-yl ester). RXN SMILES: [Cl:1][C:2]1[CH:3]=[CH:4][CH:5]=[C:6]2[C:10]=1[C:9](=[O:11])[C:8]([CH3:13])([CH3:12])[CH:7]2[OH:14].N1C=CC=CC=1.[C:21](OC(=O)C)(=[O:23])[CH3:22].[BH4-].[Na+]>ClCCl.O.C(O)C.[NH4+].[Cl-]>[Cl:1][C:2]1[CH:3]=[CH:4][CH:5]=[C:6]2[C:10]=1[CH:9]([OH:11])[C:8]([CH3:12])([CH3:13])[CH:7]2[O:14][C:21](=[O:23])[CH3:22] |f:3.4,8.9|. Reported procedure: To a solution of 7-chloro-3-hydroxy-2,2-dimethyl-indan-1-one, which can be prepared as described in Example 58, (287 mg, 1.36 mmol) in dichloromethane (15 mL) is added pyridine (1.1 mL, 13.6 mmol), and acetic anhydride (0.26 mL, 2.72 mmol). The reaction is permitted to stir for 1 hour and is then diluted with water and extracted twice with dichloromethane. The combined organic extracts are washed successively with 4N aqueous HCl and saturated aqueous NaHCO3, dried over Na2SO4, filtered and conce... The reactants are ClC1=CC=C(C=N1)C(=O)N(C1=CC=C(C=C1)CN1C[C@@H](N(CC1)C(=O)OC(C)(C)C)C)C (1,1-dimethylethyl (2S)-4-({4-[[(6-chloro-3-pyridinyl)carbonyl](methyl)amino]phenyl}methyl)-2-methyl-1-piperazinecarboxylate), C(#N)C=1C=C(C=CC1)O (3-cyanophenol). Run at time 24 hour. Yields the product C(#N)C=1C=C(C=CC1)OC1=CC=C(C=N1)C(=O)N(C1=CC=C(C=C1)CN1C[C@@H](N(CC1)C(=O)OC(C)(C)C)C)C (1,1-Dimethylethyl (2S)-4-({4-[({6-[(3-cyanophenyl)oxy]-3-pyridinyl}carbonyl)(methyl)amino]phenyl}methyl)-2-methyl-1-piperazinecarboxylate). As a reaction SMILES: Cl[C:2]1[N:7]=[CH:6][C:5]([C:8]([N:10]([CH3:32])[C:11]2[CH:16]=[CH:15][C:14]([CH2:17][N:18]3[CH2:23][CH2:22][N:21]([C:24]([O:26][C:27]([CH3:30])([CH3:29])[CH3:28])=[O:25])[C@@H:20]([CH3:31])[CH2:19]3)=[CH:13][CH:12]=2)=[O:9])=[CH:4][CH:3]=1.[C:33]([C:35]1[CH:36]=[C:37]([OH:41])[CH:38]=[CH:39][CH:40]=1)#[N:34]>>[C:33]([C:35]1[CH:36]=[C:37]([O:41][C:2]2[N:7]=[CH:6][C:5]([C:8]([N:10]([CH3:32])[C:11]3[CH:16]=[CH:15][C:14]([CH2:17][N:18]4[CH2:23][CH2:22][N:21]([C:24]([O:26][C:27]([CH3:30])([CH3:29])[CH3:28])=[O:25])[C@@H:20]([CH3:31])[CH2:19]4)=[CH:13][CH:12]=3)=[O:9])=[CH:4][CH:3]=2)[CH:38]=[CH:39][CH:40]=1)#[N:34]. Procedure: The title compound was prepared from 1,1-dimethylethyl (2S)-4-({4-[[(6-chloro-3-pyridinyl)carbonyl](methyl)amino]phenyl}methyl)-2-methyl-1-piperazinecarboxylate (D54) and 3-cyanophenol in a similar manner to that described for D55 in Description 55 although the reaction temp./time was 130° C. for 24 h and purification was carried out by column chromatography. This gave the title compound as a colourless oil (0.184 g). MS (ES): MH+ 542.3. The reactants are NCC1=NN(C(C2=CC=CC=C12)=O)NC(CC1=CC=C(C=C1)Cl)=O (N-[4-(aminomethyl)-1-oxophthalazin-2(1H)-yl]-2-(4-chlorophenyl)acetamide), C(OCC(F)(F)F)(=O)Cl (2,2,2-trifluoroethyl carbonochloridate). Reported procedure: The product of Example 42 and 2,2,2-trifluoroethyl carbonochloridate were treated using a method similar to that described in Example 128 to give the title compound. 1H NMR (300 MHz, DMSO-d6) δ 11.61 (s, 1H), 8.36-8.27 (m, 2H), 8.07 (d, J=7.5, 1H), 8.03-7.96 (m, 1H), 7.95-7.87 (m, 1H), 7.45-7.36 (m, 4H), 4.67 (q, J=9.1, 2H), 4.56 (d, J=5.9, 2H), 3.68 (s, 2H); MS (ESI−) M/Z 467 (M−H)−. RXN SMILES: [NH2:1][CH2:2][C:3]1[C:12]2[C:7](=[CH:8][CH:9]=[CH:10][CH:11]=2)[C:6](=[O:13])[N:5]([NH:14][C:15](=[O:24])[CH2:16][C:17]2[CH:22]=[CH:21][C:20]([Cl:23])=[CH:19][CH:18]=2)[N:4]=1.[C:25](Cl)(=[O:32])[O:26][CH2:27][C:28]([F:31])([F:30])[F:29]>>[F:29][C:28]([F:31])([F:30])[CH2:27][O:26][C:25](=[O:32])[NH:1][CH2:2][C:3]1[C:12]2[C:7](=[CH:8][CH:9]=[CH:10][CH:11]=2)[C:6](=[O:13])[N:5]([NH:14][C:15](=[O:24])[CH2:16][C:17]2[CH:18]=[CH:19][C:20]([Cl:23])=[CH:21][CH:22]=2)[N:4]=1. The product is FC(COC(NCC1=NN(C(C2=CC=CC=C12)=O)NC(CC1=CC=C(C=C1)Cl)=O)=O)(F)F (2,2,2-trifluoroethyl[(3-{[(4-chlorophenyl)acetyl]amino}-4-oxo-3,4-dihydrophthalazin-1-yl)methyl]carbamate). Starting materials: ClC=1C=NC=C(C1SC1=C(C=C(S1)C(=O)O)[N+](=O)[O-])Cl (5-[(3,5-dichloro-4-pyridyl)sulfanyl]-4-nitro-thiophene-2-carboxylic acid), ClC=1C=C(CN)C=CC1 (3-chloro benzylamine). Product: ClC=1C=C(CNC(=O)C=2SC(=C(C2)[N+](=O)[O-])SC2=C(C=NC=C2Cl)Cl)C=CC1 (N-(3-chlorobenzyl)-5-((3,5-dichloropyridin-4-yl)thio)-4-nitrothiophene-2-carboxamide), solid. Yield: 50.0%. RXN SMILES: [Cl:1][C:2]1[CH:3]=[N:4][CH:5]=[C:6]([Cl:20])[C:7]=1[S:8][C:9]1[S:13][C:12]([C:14]([OH:16])=O)=[CH:11][C:10]=1[N+:17]([O-:19])=[O:18].[Cl:21][C:22]1[CH:23]=[C:24]([CH:27]=[CH:28][CH:29]=1)[CH2:25][NH2:26]>>[Cl:21][C:22]1[CH:23]=[C:24]([CH:27]=[CH:28][CH:29]=1)[CH2:25][NH:26][C:14]([C:12]1[S:13][C:9]([S:8][C:7]2[C:6]([Cl:20])=[CH:5][N:4]=[CH:3][C:2]=2[Cl:1])=[C:10]([N+:17]([O-:19])=[O:18])[CH:11]=1)=[O:16]. Procedure details: Prepared according to the procedure described for example 50 from 5-[(3,5-dichloro-4-pyridyl)sulfanyl]-4-nitro-thiophene-2-carboxylic acid (100 mg, 0.28 mmol) and 3-chloro benzylamine (45 mg, 0.32 mmol). The title compound was obtained as a solid (66 mg, 50% yield). 1H NMR (400 MHz, d6-DMSO) δ: 9.41 (1H, m), 8.98 (2H, m), 8.47 (1H, s), 7.34 (3H, m), 7.24 (1H, m), 4.39 (2H, m). MS m/z: 471.98, 473.99 [M+H]+. Starting materials: C(C1=CC=CC=C1)[C@H](C(=O)N1CCC(CC1)CN(C)C)N(C([C@@H](CC1=CC2=CC=CC=C2C=C1)NC)=O)C ((2R)-N-[(1R)-1-benzyl-2-(4-((dimethylamino)methyl)piperidin-1-yl)-2-oxoethyl]-N-methyl-2-(methylamino)-3-(2-naphthyl)propionamide), C(C)N(C(C)C)C(C)C (ethyldiisopropylamine), Cl.CN(CCCN=C=NCC)C (N-(3-dimethylaminopropyl)-N′-ethylcarbodiimide hydrochloride), C(C)(C)(C)OC(=O)NC(C/C=C/C(=O)O)(C)C ((2E)-5-(tert-butoxycarbonylamino)-5-methylhex-2-enoic acid). Run in ClCCl (dichloromethane), CN(C=O)C (N,N-dimethylformamide), ClCCl (dichloromethane), CN(C=O)C (N,N-dimethylformamide), C(C)(=O)OCC (ethyl acetate). Run at temperature 0 celsius, time 20 minute. The product is C(C)(C)(C)OC(NC(C\C=C\C(N(C)[C@H](CC1=CC2=CC=CC=C2C=C1)C(N(C)[C@@H](C(=O)N1CCC(CC1)CN(C)C)CC1=CC=CC=C1)=O)=O)(C)C)=O ({(3E)-4-[N-((1R)-1-{N-[(1R)-1-benzyl-2-(4-((dimethylamino)methyl)piperidin-1-yl)-2-oxoethyl]-N-methylcarbamoyl}-2-(2-naphthyl)ethyl)-N-methylcarbamoyl]-1,1-dimethylbut-3-enyl}carbamic acid tert-butyl ester). Yield: 72927.8%. As a reaction SMILES: Cl.CN(C)CCCN=C=NCC.[C:13]([O:17][C:18]([NH:20][C:21]([CH3:29])([CH3:28])[CH2:22]/[CH:23]=[CH:24]/[C:25]([OH:27])=O)=[O:19])([CH3:16])([CH3:15])[CH3:14].[CH2:30]([C@@H:37]([N:50]([CH3:67])[C:51](=[O:66])[C@H:52]([NH:64][CH3:65])[CH2:53][C:54]1[CH:63]=[CH:62][C:61]2[C:56](=[CH:57][CH:58]=[CH:59][CH:60]=2)[CH:55]=1)[C:38]([N:40]1[CH2:45][CH2:44][CH:43]([CH2:46][N:47]([CH3:49])[CH3:48])[CH2:42][CH2:41]1)=[O:39])[C:31]1[CH:36]=[CH:35][CH:34]=[CH:33][CH:32]=1.C(N(C(C)C)C(C)C)C>ClCCl.CN(C)C=O.C(OCC)(=O)C>[C:13]([O:17][C:18](=[O:19])[NH:20][C:21]([CH3:29])([CH3:28])[CH2:22]/[CH:23]=[CH:24]/[C:25](=[O:27])[N:64]([C@@H:52]([C:51](=[O:66])[N:50]([C@H:37]([CH2:30][C:31]1[CH:32]=[CH:33][CH:34]=[CH:35][CH:36]=1)[C:38]([N:40]1[CH2:45][CH2:44][CH:43]([CH2:46][N:47]([CH3:48])[CH3:49])[CH2:42][CH2:41]1)=[O:39])[CH3:67])[CH2:53][C:54]1[CH:63]=[CH:62][C:61]2[C:56](=[CH:57][CH:58]=[CH:59][CH:60]=2)[CH:55]=1)[CH3:65])([CH3:14])([CH3:15])[CH3:16] |f:0.1|. Procedure details: At 0° C., N-(3-dimethylaminopropyl)-N′-ethylcarbodiimide hydrochloride (112 mg, 0.58 mmol) was added to a solution of (2E)-5-(tert-butoxycarbonylamino)-5-methylhex-2-enoic acid (142 mg, 0.58 mmol) and 1-hydroxy-7-azabenzotriazble (79 mg, 0.58 mmol) in dichloromethane (10 ml) and N,N-dimethylformamide (5 ml). The reaction mixture was stirred for 20 min at 0° C. A solution of (2R)-N-[(1R)-1-benzyl-2-(4-((dimethylamino)methyl)piperidin-1-yl)-2-oxoethyl]-N-methyl-2-(methylamino)-3-(2-naphthyl)propio... Starting materials: O.[OH-].[Li+] (Lithium hydroxide monohydrate), NC(=O)NC=1NC2=CC(=CC=C2C1C(=O)N)C(=O)OC (2-aminocarbonylamino-6-methoxycarbonylindole-3-carboxamide), NC(=O)NC=1NC2=CC(=CC=C2C1C(=O)N)C(=O)OC (2-aminocarbonylamino-6-methoxycarbonylindole-3-carboxamide). Solvent: O1CCCC1 (tetrahydrofuran), CO (methanol), O (water). Reaction conditions: temperature 65 celsius, time 7 hour. The product is NC(=O)NC=1NC2=CC(=CC=C2C1C(N)=O)C(=O)O (2-Aminocarbonylamino-3-carbamoylindole-6-carboxylic acid). Isolated yield 99.6%. RXN SMILES: O.[OH-].[Li+].[NH2:4][C:5]([NH:7][C:8]1[NH:9][C:10]2[C:15]([C:16]=1[C:17]([NH2:19])=[O:18])=[CH:14][CH:13]=[C:12]([C:20]([O:22]C)=[O:21])[CH:11]=2)=[O:6]>O1CCCC1.CO.O>[NH2:4][C:5]([NH:7][C:8]1[NH:9][C:10]2[C:15]([C:16]=1[C:17](=[O:18])[NH2:19])=[CH:14][CH:13]=[C:12]([C:20]([OH:22])=[O:21])[CH:11]=2)=[O:6] |f:0.1.2|. Reported procedure: Lithium hydroxide monohydrate (1.5 g, 36 mmol) was added to a solution mixture of 2-aminocarbonylamino-6-methoxycarbonylindole-3-carboxamide (Compound 2-17, 1.0 g, 3.6 mmol) in tetrahydrofuran, methanol and water (tetrahydrofuran/methanol/water=3/1/1, 50 mL), and the mixture was stirred at 65° C. for 7 hours. After the reaction mixture was concentrated under reduced pressure, 6 N hydrochloric acid (4 mL) was added to the residue under ice-cooling. The precipitated solid was washed with water (20... RXN SMILES: [CH3:13][NH:14][CH2:15][CH:16]1[CH2:17][CH2:18][O:19][CH2:20][CH2:21]1.[CH3:22][CH2:23][O:24][C:25](=[O:26])[CH3:27].[CH3:9][S:10]([CH3:11])=[O:12].[Cl:1][c:2]1[n:3][c:4]([Cl:8])[cH:5][n:6][cH:7]1>>[c:2]1([N:14]([CH3:13])[CH2:15][CH:16]2[CH2:17][CH2:18][O:19][CH2:20][CH2:21]2)[n:3][c:4]([Cl:8])[cH:5][n:6][cH:7]1. Yields the product CN(CC1CCOCC1)c1cncc(Cl)n1. Reactants: CNCC1CCOCC1, CCOC(C)=O, CS(C)=O, Clc1cncc(Cl)n1.